This data is from the Open Reaction Database (ORD), a public repository of structured organic reaction records. The task is: describe an organic reaction: reactants, conditions, products, and yield The product is C(=O)C=1C=CC2=C(C=C(O2)CN2C3=CC=CC=C3SC=3C=CC=CC23)C1 (5-Formyl-2-(phenothiazin-10-ylmethyl)benzofuran). Procedure: The title compound (1.14 g, 33%) was prepared as a syrupy liquid from phenothiazine (2.87 g, 14.0 mmol) and 2-bromomethyl-5-formyl benzofuran (2.3 g, 9.6 mmol) by a similar procedure to that described in preparation 5. Isolated yield 33.2%. The reactants are C1=CC=CC=2SC3=CC=CC=C3NC12 (phenothiazine), BrCC=1OC2=C(C1)C=C(C=C2)C=O (2-bromomethyl-5-formyl benzofuran). RXN SMILES: [CH:1]1[C:14]2[NH:13][C:12]3[C:7](=[CH:8][CH:9]=[CH:10][CH:11]=3)[S:6][C:5]=2[CH:4]=[CH:3][CH:2]=1.Br[CH2:16][C:17]1[O:18][C:19]2[CH:25]=[CH:24][C:23]([CH:26]=[O:27])=[CH:22][C:20]=2[CH:21]=1>>[CH:26]([C:23]1[CH:24]=[CH:25][C:19]2[O:18][C:17]([CH2:16][N:13]3[C:14]4[CH:1]=[CH:2][CH:3]=[CH:4][C:5]=4[S:6][C:7]4[C:12]3=[CH:11][CH:10]=[CH:9][CH:8]=4)=[CH:21][C:20]=2[CH:22]=1)=[O:27].